Dataset: the Open Reaction Database (ORD), a public repository of structured organic reaction records. Task: describe an organic reaction: reactants, conditions, products, and yield Reactants: COC(COC1=C2C(C(=C(NC2=C(C=C1)F)C)CC1=CC=C(C=C1)Cl)=O)=O ([3-(4-chlorobenzyl)-8-fluoro-2-methyl-4-oxo-1,4-dihydroquinolin-5-yloxy]acetic acid methyl ester), CN(C=O)C (N,N-dimethylformamide), C([O-])([O-])=O.[K+].[K+] (potassium carbonate), ClC(F)(F)OC(C)=O (acetic acid chlorodifluoromethyl ester). Run in O (water). Reaction conditions: temperature 70 celsius, time 17 hour. Product: COC(COC1=C2C(=C(C(=NC2=C(C=C1)F)C)CC1=CC=C(C=C1)Cl)OC(F)F)=O ([3-(4-chlorobenzyl)-4-difluoromethoxy-8-fluoro-2-methylquinolin-5-yloxy]acetic Acid Methyl Ester). RXN SMILES: [CH3:1][O:2][C:3](=[O:27])[CH2:4][O:5][C:6]1[CH:15]=[CH:14][C:13]([F:16])=[C:12]2[C:7]=1[C:8](=[O:26])[C:9]([CH2:18][C:19]1[CH:24]=[CH:23][C:22]([Cl:25])=[CH:21][CH:20]=1)=[C:10]([CH3:17])[NH:11]2.CN(C)C=O.C(=O)([O-])[O-].[K+].[K+].Cl[C:40](OC(=O)C)([F:42])[F:41]>O>[CH3:1][O:2][C:3](=[O:27])[CH2:4][O:5][C:6]1[CH:15]=[CH:14][C:13]([F:16])=[C:12]2[C:7]=1[C:8]([O:26][CH:40]([F:42])[F:41])=[C:9]([CH2:18][C:19]1[CH:20]=[CH:21][C:22]([Cl:25])=[CH:23][CH:24]=1)[C:10]([CH3:17])=[N:11]2 |f:2.3.4|. Reported procedure: A mixture of [3-(4-chlorobenzyl)-8-fluoro-2-methyl-4-oxo-1,4-dihydroquinolin-5-yloxy]acetic acid methyl ester (0.29 g), N,N-dimethylformamide (10 mL), potassium carbonate (0.62 g) and acetic acid chlorodifluoromethyl ester (0.31 mL) was stirred at 70° C. for 17 hours. The mixture was cooled to room temperature, diluted with water and extracted with ethyl acetate. The combined extracts were dried over sodium sulfate and the solvent removed under reduced pressure. Purification of the residue by co... Reaction SMILES: [BH4-:17].[CH2:19]1[O:20][CH2:21][CH2:22][CH2:23]1.[Li+:18].[NH2:1][c:2]1[cH:3][cH:4][c:5]2[c:10]([cH:11]1)[O:9][CH:8]([C:12](=[O:13])[O:14][CH2:15][CH3:16])[CH2:7][CH2:6]2>>[NH2:1][c:2]1[cH:3][cH:4][c:5]2[c:10]([cH:11]1)[O:9][CH:8]([CH2:12][OH:13])[CH2:7][CH2:6]2. The reactants are [BH4-], C1CCOC1, [Li+], CCOC(=O)C1CCc2ccc(N)cc2O1. Product: Nc1ccc2c(c1)OC(CO)CC2.